From a dataset of the Open Reaction Database (ORD), a public repository of structured organic reaction records. describe an organic reaction: reactants, conditions, products, and yield Starting materials: C#CC(CCCCC)O (1-octyn-3-ol), N1C=NC=C1 (imidazole), CN(C=O)C (dimethylformamide), iced mixture, Cl[Si](CC)(CC)CC (chlorotriethylsilane). The solvent is CCCCCC.O (hexane water), C1=CC=CC=C1 (benzene), C(C)(=O)OCC (ethyl acetate). Product: C(C)[Si](OC(C#C)CCCCC)(CC)CC (3-triethylsilyloxy-1-octyne). As a reaction SMILES: [CH:1]#[C:2][CH:3]([OH:9])[CH2:4][CH2:5][CH2:6][CH2:7][CH3:8].N1C=CN=C1.CN(C)C=O.Cl[Si:21]([CH2:26][CH3:27])([CH2:24][CH3:25])[CH2:22][CH3:23]>CCCCCC.O.C1C=CC=CC=1.C(OCC)(=O)C>[CH2:22]([Si:21]([CH2:26][CH3:27])([CH2:24][CH3:25])[O:9][CH:3]([CH2:4][CH2:5][CH2:6][CH2:7][CH3:8])[C:2]#[CH:1])[CH3:23] |f:4.5|. Procedure: To a magnetically stirred solution of 50 g of 1-octyn-3-ol, 83 g of imidazole, and 500 ml of anhydrous dimethylformamide, cooled in an ice-water bath under an argon atmosphere, is slowly added 90 g of chlorotriethylsilane. After several minutes the reaction mixture is warmed to ambient temperature, and the progress of the reaction is monitored by tlc (1:4/ethyl acetate:benzene). On completion, the reaction mixture is poured into 500 ml of an iced mixture of 1:1 hexane-water. The organic phase is... The reactants are FC=1C=CC(=NC1)N (5-fluoropyridin-2-amine), [H-].[Na+] (NaH), O (Water), BrC=1C=2N(N=C(C1)Cl)C(=CN2)C(=O)NC2=C(C=NC=C2)F (8-bromo-6-chloro-N-(3-fluoropyridin-4-yl)imidazo[1,2-b]pyridazine-3-carboxamide). Solvent: CN(C)C=O (DMF). Conditions: time 10 minute. The product is ClC=1C=C(C=2N(N1)C(=CN2)C(=O)NC2=C(C=NC=C2)F)NC2=NC=C(C=C2)F (6-chloro-8-(5-fluoropyridin-2-ylamino)-N-(3-fluoropyridin-4-yl)imidazo[1,2-b]pyridazine-3-carboxamide). Yield: 84.8%. As a reaction SMILES: [F:1][C:2]1[CH:3]=[CH:4][C:5]([NH2:8])=[N:6][CH:7]=1.[H-].[Na+].Br[C:12]1[C:13]2[N:14]([C:19]([C:22]([NH:24][C:25]3[CH:30]=[CH:29][N:28]=[CH:27][C:26]=3[F:31])=[O:23])=[CH:20][N:21]=2)[N:15]=[C:16]([Cl:18])[CH:17]=1.O>CN(C=O)C>[Cl:18][C:16]1[CH:17]=[C:12]([NH:8][C:5]2[CH:4]=[CH:3][C:2]([F:1])=[CH:7][N:6]=2)[C:13]2[N:14]([C:19]([C:22]([NH:24][C:25]3[CH:30]=[CH:29][N:28]=[CH:27][C:26]=3[F:31])=[O:23])=[CH:20][N:21]=2)[N:15]=1 |f:1.2|. Procedure details: To a solution of 5-fluoropyridin-2-amine (20.63 mg, 0.184 mmol) in DMF (1 mL) was added 60% NaH (7.36 mg, 0.184 mmol). The mixture was stirred for 10 min until cessation of H2 evolution. 8A (24 mg, 0.074 mmol) was added. The mixture was stirred at room temperature overnight. Water was added, and the yellow solid was collected by filtration and dried to give 16A (25.2 mg, 57%). [M+H]=4 01. HPLC Peak Rt=3.345 minutes (Chromolith column 4.6×50 mm eluting with 10-90% aqueous methanol over 4 minutes ... The reactants are solution, CCOC(=O)/N=N/C(=O)OCC (DEAD), C1(=CC=CC=C1)C (toluene), OCC1=CC2=C(OCC(N2C)=O)C=C1 (6-(hydroxymethyl)-4-methyl-2H-benzo[b][1,4]oxazin-3(4H)-one), C(C)C1=NNC=C1C(=O)[O-] (ethylpyrazol-4-carboxylate), C1(=CC=CC=C1)P(C1=CC=CC=C1)C1=CC=CC=C1 (triphenylphosphine), C(=O)(O)[O-].[Na+] (NaHCO3). Run in C1CCOC1 (THF). Reaction conditions: temperature 0 celsius, time 2 hour. Yields the product CN1C2=C(OCC1=O)C=CC(=C2)CN2N=CC(=C2)C(=O)OCC (Ethyl 1-((4-methyl-3-oxo-3,4-dihydro-2H-benzo[b][1,4]oxazin-6-yl)methyl)-1H-pyrazole-4-carboxylate). As a reaction SMILES: O[CH2:2][C:3]1[CH:14]=[CH:13][C:6]2[O:7][CH2:8][C:9](=[O:12])[N:10]([CH3:11])[C:5]=2[CH:4]=1.C([C:17]1[C:21]([C:22]([O-:24])=[O:23])=[CH:20][NH:19][N:18]=1)C.[C:25]1(P(C2C=CC=CC=2)C2C=CC=CC=2)C=CC=C[CH:26]=1.CCOC(/N=N/C(OCC)=O)=O.C1(C)C=CC=CC=1.C([O-])(O)=O.[Na+]>C1COCC1>[CH3:11][N:10]1[C:9](=[O:12])[CH2:8][O:7][C:6]2[CH:13]=[CH:14][C:3]([CH2:2][N:18]3[CH:17]=[C:21]([C:22]([O:24][CH2:25][CH3:26])=[O:23])[CH:20]=[N:19]3)=[CH:4][C:5]1=2 |f:5.6|. Procedure: To a stirred, cooled (0° C.) solution of 6-(hydroxymethyl)-4-methyl-2H-benzo[b][1,4]oxazin-3(4H)-one (122 mg, 0.631 mmol), ethylpyrazol-4-carboxylate (88 mg, 0.631 mmol) and triphenylphosphine (248 mg, 0.947 mmol) in THF (5 ml) was added dropwise a 40% solution of DEAD in toluene (0.375 ml, 0.947 mmol). The reaction mixture was stirred for 2 h at 0° C., then over night at 20° C. Saturated aqueous NaHCO3 was added and the mixture was extracted with AcOEt. The organic layer was dried over MgSO4, f... The reactants are BrCCC=C (4-bromo-1-butene), CN (methylamine), C([O-])([O-])=O.[K+].[K+] (potassium carbonate), CN(CCC=C)C(=O)OC(C)(C)C (N-methyl-N-(tert-butoxycarbonyl)-3-buten-1-amine), BrC=1C=NC=C(C1)SCC (3-bromo-5-(ethylthio)pyridine). Run in CN(C=O)C (N,N-dimethylformamide). Yields the product (E)-N-methyl-4-(3-[5-(ethylthio)pyridinyl])-3-buten-1-amine, CN(CCC=C)C(=O)OC(C)(C)C (N-methyl-N-(tert-butoxycarbonyl)-3-buten-1-amine), CNCCC=C (N-mehtyl-3-buten-1-amine). Isolated yield 97.0%. Reaction SMILES: [CH3:1][N:2]([C:7]([O:9][C:10]([CH3:13])([CH3:12])[CH3:11])=[O:8])[CH2:3][CH2:4][CH:5]=[CH2:6].Br[C:15]1[CH:16]=[N:17][CH:18]=[C:19](SCC)[CH:20]=1.BrCCC=C.CN.C(=O)([O-])[O-].[K+].[K+]>CN(C)C=O>[CH3:1][N:2]([C:7]([O:9][C:10]([CH3:13])([CH3:12])[CH3:11])=[O:8])[CH2:3][CH2:4][CH:5]=[CH2:6].[CH3:18][NH:17][CH2:16][CH2:15][CH:20]=[CH2:19] |f:4.5.6|. Procedure details: One representative compound, (E)-N-methyl-4-(3-[5-(ethylthio)pyridinyl])-3-buten-1-amine is prepared from N-methyl-N-(tert-butoxycarbonyl)-3-buten-1-amine and 3-bromo-5-(ethylthio)pyridine using the techniques set forth in W. C. Frank, et al., J. Org. Chem. 43 (15): 2947 (1978), and the tert-butoxy carbonyl protecting group is subsequently removed. Specifically, N-methyl-N-(tert-butoxycarbonyl)-3-buten-1-amine is prepared by (i) reacting 4-bromo-1-butene at 0.035 mole scale with a ten fold exces... The reactants are C(C=C)C1=C(C=C(C(=O)OC)C=C1OC1=CC=C(C=C1)S(=O)(=O)C)C(=O)OC (dimethyl 4-allyl-5-(4-(methylsulfonyl)phenoxy)isophthalate). The reagents and catalysts are C(C)#N.[Pd](Cl)Cl (acetonitrile palladium(II) chloride). Solvent: C(Cl)Cl (CH2Cl2). The product is CS(=O)(=O)C1=CC=C(OC=2C(=C(C=C(C(=O)OC)C2)C(=O)OC)C=CC)C=C1 (Dimethyl 5-(4-(methylsulfonyl)phenoxy)-4-(prop-1-enyl)isophthalate). Yield: 74.3%. As a reaction SMILES: [CH2:1]([C:4]1[C:13]([O:14][C:15]2[CH:20]=[CH:19][C:18]([S:21]([CH3:24])(=[O:23])=[O:22])=[CH:17][CH:16]=2)=[CH:12][C:7]([C:8]([O:10][CH3:11])=[O:9])=[CH:6][C:5]=1[C:25]([O:27][CH3:28])=[O:26])[CH:2]=[CH2:3]>C(Cl)Cl.C(#N)C.[Pd](Cl)Cl>[CH3:24][S:21]([C:18]1[CH:17]=[CH:16][C:15]([O:14][C:13]2[C:4]([CH:1]=[CH:2][CH3:3])=[C:5]([C:25]([O:27][CH3:28])=[O:26])[CH:6]=[C:7]([CH:12]=2)[C:8]([O:10][CH3:11])=[O:9])=[CH:20][CH:19]=1)(=[O:22])=[O:23] |f:2.3|. Procedure details: To a solution of dimethyl 4-allyl-5-(4-(methylsulfonyl)phenoxy)isophthalate (3.0 g, 8.814 mmol) in CH2Cl2 (25 mL) was added bis(acetonitrile-palladium(II) chloride (229 mg, 0.881 mmol). The mixture was refluxed under N2 for 14 hours. After removal of the solvent, the crude material was introduced into a silica gel column and eluted with EtOAc in hexanes (10/90 to 30/70) to afford the title compound (2.65 g, 88%) as a white solid. 1H NMR (300 MHz, CHLOROFORM-d) δ ppm 1.82 (dd, J=6.69, 1.79 Hz, 3 ... Starting materials: COC(C1=CN=C(C(=C1)Br)Cl)=O (5-bromo-6-chloro-nicotinic acid methyl ester), NCC(C)(O)C1CC1 (rac-1-amino-2-cyclopropyl-propan-2-ol), N1CCCCC1 (piperidine), ClC1=CC=C(C=C1)B(O)O (4-chlorophenyl-boronic acid). Yields the product C1(CC1)C(CNC(=O)C=1C=C(C(=NC1)N1CCCCC1)C1=CC=C(C=C1)Cl)(C)O (3′-(4-Chloro-phenyl)-3,4,5,6-tetrahydro-2H-[1,2′]bipyridinyl-5′-carboxylic Acid (2-cyclopropyl-2-hydroxy-propyl)-amide). RXN SMILES: CO[C:3](=[O:12])[C:4]1[CH:9]=[C:8](Br)[C:7](Cl)=[N:6][CH:5]=1.[NH:13]1[CH2:18][CH2:17][CH2:16][CH2:15][CH2:14]1.[Cl:19][C:20]1[CH:25]=[CH:24][C:23](B(O)O)=[CH:22][CH:21]=1.[NH2:29][CH2:30][C:31]([CH:34]1[CH2:36][CH2:35]1)([OH:33])[CH3:32]>>[CH:34]1([C:31]([OH:33])([CH3:32])[CH2:30][NH:29][C:3]([C:4]2[CH:9]=[C:8]([C:23]3[CH:24]=[CH:25][C:20]([Cl:19])=[CH:21][CH:22]=3)[C:7]([N:13]3[CH2:18][CH2:17][CH2:16][CH2:15][CH2:14]3)=[N:6][CH:5]=2)=[O:12])[CH2:36][CH2:35]1. Procedure details: The title compound was synthesized in analogy to the procedure described for the preparation of Example 43, using 5-bromo-6-chloro-nicotinic acid methyl ester, piperidine (commercially available), 4-chlorophenyl-boronic acid (commercially available) and rac-1-amino-2-cyclopropyl-propan-2-ol (commercially available) as starting materials. MS (ISP): 414.4 (M+H+). The reactants are COC(=O)C(Br)c1ccc(Oc2ccc(Cl)cc2)cc1, C[O-], CO, CC(C)(C)c1ccc(O)c(Cl)c1, [I-], [K+], [Na+], c1ccccc1. Product: COC(=O)C(Oc1ccc(C(C)(C)C)cc1Cl)c1ccc(Oc2ccc(Cl)cc2)cc1. Reaction SMILES: [Br:18][CH:19]([C:20](=[O:21])[O:22][CH3:23])[c:24]1[cH:25][cH:26][c:27]([O:30][c:31]2[cH:32][cH:33][c:34]([Cl:37])[cH:35][cH:36]2)[cH:28][cH:29]1.[CH3:13][O-:14].[CH3:38][OH:39].[Cl:1][c:2]1[c:3]([OH:12])[cH:4][cH:5][c:6]([C:8]([CH3:9])([CH3:10])[CH3:11])[cH:7]1.[I-:17].[K+:16].[Na+:15].[cH:40]1[cH:41][cH:42][cH:43][cH:44][cH:45]1>>[Cl:1][c:2]1[c:3]([O:12][CH:19]([C:20](=[O:21])[O:22][CH3:23])[c:24]2[cH:25][cH:26][c:27]([O:30][c:31]3[cH:32][cH:33][c:34]([Cl:37])[cH:35][cH:36]3)[cH:28][cH:29]2)[cH:4][cH:5][c:6]([C:8]([CH3:9])([CH3:10])[CH3:11])[cH:7]1. Solvent: C(C)O (ethanol), C(C)O (ethanol). Yields the product C1(=CC=CC=C1)N1N=NN=C1N1CC2(C1)CNC2 (2-(1-phenyl-1H-tetrazol-5-yl)-2,6-diazaspiro[3.3]heptane). The reactants are C([O-])([O-])=O.[K+].[K+] (potassium carbonate), C1NCC12CNC2 (2,6-diazaspiro[3.3]heptane), ClC1=NN=NN1C1=CC=CC=C1 (5-chloro-1-phenyl tetrazole). Yield: 37.3%. Run at time 30 minute. Reported procedure: To potassium carbonate (76 mg) taken in ethanol (2.0 mL), a solution of 2,6-diazaspiro[3.3]heptane (220 mg in 2.0 ml of ethanol) was added at room temperature. The reaction mixture was stirred for 30 minutes at room temperature and a solution of 5-chloro-1-phenyl tetrazole (0.1 g) in ethanol (2.0 mL) was added very slowly. The reaction mixture was allowed to stir for 5 hours at room temperature. The reaction mixture was evaporated to give a residue which was partitioned between water (10 mL) and... RXN SMILES: C(=O)([O-])[O-].[K+].[K+].[CH2:7]1[C:10]2([CH2:13][NH:12][CH2:11]2)[CH2:9][NH:8]1.Cl[C:15]1[N:19]([C:20]2[CH:25]=[CH:24][CH:23]=[CH:22][CH:21]=2)[N:18]=[N:17][N:16]=1>C(O)C>[C:20]1([N:19]2[C:15]([N:8]3[CH2:9][C:10]4([CH2:13][NH:12][CH2:11]4)[CH2:7]3)=[N:16][N:17]=[N:18]2)[CH:21]=[CH:22][CH:23]=[CH:24][CH:25]=1 |f:0.1.2|.